From a dataset of the Open Reaction Database (ORD), a public repository of structured organic reaction records. describe an organic reaction: reactants, conditions, products, and yield Starting materials: CC(C)(C)[Si](C)(C)OCCCCCC(=O)O, O=S(Cl)Cl, c1ccccc1. Yields the product CC(C)(C)[Si](C)(C)OCCCCCC(=O)Cl. As a reaction SMILES: [C:1]([CH3:2])([CH3:3])([CH3:4])[Si:5]([O:6][CH2:7][CH2:8][CH2:9][CH2:10][CH2:11][C:12](=[O:13])[OH:14])([CH3:15])[CH3:16].[S:17]([Cl:18])([Cl:19])=[O:20].[cH:21]1[cH:22][cH:23][cH:24][cH:25][cH:26]1>>[C:1]([CH3:2])([CH3:3])([CH3:4])[Si:5]([O:6][CH2:7][CH2:8][CH2:9][CH2:10][CH2:11][C:12](=[O:13])[Cl:19])([CH3:15])[CH3:16]. Starting materials: [BH4-], Cc1cc(SC(=O)N(C)C)c(C(C)(C)C)cc1C=O, C1CCOC1, Cc1ccccc1, Cl, [Li+], O. Yields the product Cc1cc(SC(=O)N(C)C)c(C(C)(C)C)cc1CO. As a reaction SMILES: [BH4-:20].[C:1]([CH3:2])([CH3:3])([CH3:4])[c:5]1[c:6]([S:14][C:15]([N:16]([CH3:17])[CH3:18])=[O:19])[cH:7][c:8]([CH3:13])[c:9]([CH:11]=[O:12])[cH:10]1.[CH2:30]1[O:31][CH2:32][CH2:33][CH2:34]1.[CH3:22][c:23]1[cH:24][cH:25][cH:26][cH:27][cH:28]1.[ClH:29].[Li+:21].[OH2:35]>>[C:1]([CH3:2])([CH3:3])([CH3:4])[c:5]1[c:6]([S:14][C:15]([N:16]([CH3:17])[CH3:18])=[O:19])[cH:7][c:8]([CH3:13])[c:9]([CH2:11][OH:12])[cH:10]1. Reactants: CCn1cc(C(=O)O)c(=O)c2cc(F)c(F)cc21, CC#N, C1CC2CNC1CN2, Cl, Cl, C1CCC2=NCCCN2CC1. Yields the product CCn1cc(C(=O)O)c(=O)c2cc(F)c(N3CC4CCC3CN4)cc21. As a reaction SMILES: [CH2:1]([CH3:2])[n:3]1[cH:4][c:5]([C:16](=[O:17])[OH:18])[c:6](=[O:15])[c:7]2[cH:8][c:9]([F:14])[c:10]([F:13])[cH:11][c:12]12.[CH3:40][C:41]#[N:42].[CH:21]12[NH:22][CH2:23][CH:24]([NH:25][CH2:26]1)[CH2:27][CH2:28]2.[ClH:19].[ClH:20].[N:29]12[CH2:30][CH2:31][CH2:32][N:33]=[C:34]1[CH2:35][CH2:36][CH2:37][CH2:38][CH2:39]2>>[CH2:1]([CH3:2])[n:3]1[cH:4][c:5]([C:16](=[O:17])[OH:18])[c:6](=[O:15])[c:7]2[cH:8][c:9]([F:14])[c:10]([N:22]3[CH:21]4[CH2:26][NH:25][CH:24]([CH2:23]3)[CH2:27][CH2:28]4)[cH:11][c:12]12.